The task is: describe an organic reaction: reactants, conditions, products, and yield. This data is from the Open Reaction Database (ORD), a public repository of structured organic reaction records. The reactants are BrC=1C=C(C=C2C3=C(NC12)C(OCC3)(CC)CCO)C(C)C (2-(8-bromo-1-ethyl-6-isopropyl-1,3,4,9-tetrahydro-pyrano[3,4-b]indol-1-yl)-ethanol), B(C1=CC=C(C=C1)C(=O)O)(O)O (4-carboxylphenylboronic acid). Product: C(C)C1(OCCC2=C1NC1=C(C=C(C=C21)C(C)C)C2=CC=C(C(=O)O)C=C2)CCO (4-[1-ETHYL-1-(2-HYDROXY-ETHYL)-6-ISOPROPYL-1,3,4,9-TETRAHYDRO-PYRANO[3,4-b]INDOL-8-YL]-BENZOIC ACID). Reaction SMILES: Br[C:2]1[CH:3]=[C:4]([CH:20]([CH3:22])[CH3:21])[CH:5]=[C:6]2[C:10]=1[NH:9][C:8]1[C:11]([CH2:17][CH2:18][OH:19])([CH2:15][CH3:16])[O:12][CH2:13][CH2:14][C:7]2=1.B(O)(O)[C:24]1[CH:29]=[CH:28][C:27]([C:30]([OH:32])=[O:31])=[CH:26][CH:25]=1>>[CH2:15]([C:11]1([CH2:17][CH2:18][OH:19])[C:8]2[NH:9][C:10]3[C:6]([C:7]=2[CH2:14][CH2:13][O:12]1)=[CH:5][C:4]([CH:20]([CH3:22])[CH3:21])=[CH:3][C:2]=3[C:24]1[CH:29]=[CH:28][C:27]([C:30]([OH:32])=[O:31])=[CH:26][CH:25]=1)[CH3:16]. Procedure details: The title compound is prepared in a manner analogous to Example 1, except using 2-(8-bromo-1-ethyl-6-isopropyl-1,3,4,9-tetrahydro-pyrano[3,4-b]indol-1-yl)-ethanol and 4-carboxylphenylboronic acid in step 1.F. Reaction SMILES: [CH3:20][C:21](=[O:22])[CH3:23].[CH3:8][c:9]1[c:10]([N:17]=[C:18]=[O:19])[c:11]([CH3:16])[cH:12][c:13]([CH3:15])[cH:14]1.[NH:1]=[C:2]1[N:3]([CH3:7])[CH2:4][CH2:5][CH2:6]1.[cH:24]1[cH:25][cH:26][cH:27][cH:28][cH:29]1>>[N:1](=[C:2]1[N:3]([CH3:7])[CH2:4][CH2:5][CH2:6]1)[C:18]([NH:17][c:10]1[c:9]([CH3:8])[cH:14][c:13]([CH3:15])[cH:12][c:11]1[CH3:16])=[O:19]. Yields the product Cc1cc(C)c(NC(=O)N=C2CCCN2C)c(C)c1. Starting materials: CC(C)=O, Cc1cc(C)c(N=C=O)c(C)c1, CN1CCCC1=N, c1ccccc1. RXN SMILES: [CH3:1][O:2][C:3]([C:5]1[CH:6]([C:21]2[CH:26]=[CH:25][CH:24]=[C:23]([N+:27]([O-:29])=[O:28])[CH:22]=2)[C:7]([C:18]([O-])=[O:19])=[C:8]([C:12]2[CH:17]=[CH:16][CH:15]=[CH:14][CH:13]=2)[NH:9][C:10]=1[CH3:11])=[O:4].C1(N=C=NC2CCCCC2)CCCCC1.CN(C1C=CC=CN=1)C.[C:54]([O:58][C:59](=[O:62])[CH2:60][NH2:61])([CH3:57])([CH3:56])[CH3:55]>C(Cl)Cl>[CH3:1][O:2][C:3]([C:5]1[CH:6]([C:21]2[CH:26]=[CH:25][CH:24]=[C:23]([N+:27]([O-:29])=[O:28])[CH:22]=2)[C:7]([C:18]([NH:61][CH2:60][C:59]([O:58][C:54]([CH3:57])([CH3:56])[CH3:55])=[O:62])=[O:19])=[C:8]([C:12]2[CH:17]=[CH:16][CH:15]=[CH:14][CH:13]=2)[NH:9][C:10]=1[CH3:11])=[O:4]. Yields the product COC(=O)C=1C(C(=C(NC1C)C1=CC=CC=C1)C(=O)NCC(=O)OC(C)(C)C)C1=CC(=CC=C1)[N+](=O)[O-] (t-butyl 2-[N-(1,4-dihydro-5-methoxycarbonyl-6-methyl-4-(3-nitrophenyl)-2-phenylpyridine-3-carbonyl)amino]acetate). The solvent is C(Cl)Cl (methylene chloride). Conditions: time 1 hour. Reactants: COC(=O)C=1C(C(=C(NC1C)C1=CC=CC=C1)C(=O)[O-])C1=CC(=CC=C1)[N+](=O)[O-] (1,4-dihydro-5-methoxycarbonyl-6-methyl-4-(3-nitrophenyl)-2-phenylpyridine-3-carboxylate), C1(CCCCC1)N=C=NC1CCCCC1 (dicyclohexylcarbodiimide), CN(C)C1=NC=CC=C1 (dimethylaminopyridine), C(C)(C)(C)OC(CN)=O (glycine t-butyl ester). Yield: 100.1%. Procedure details: More specifically, a dried methylene chloride solution containing 394 mg (1 mmol) of 1,4-dihydro-5-methoxycarbonyl-6-methyl-4-(3-nitrophenyl)-2-phenylpyridine-3-carboxylate, 309 mg (1.5 mmol) of dicyclohexylcarbodiimide and 134 mg (1.1 mmol) of dimethylaminopyridine was stirred for one hour. To this reaction mixture, 157 mg (1.2 mmol) of glycine t-butyl ester was added and the reaction mixture was refluxed for 2 hours. Insoluble components were removed from the reaction mixture by filtration and... Starting materials: FC1=C(C=C(C=C1)S(=O)(=O)C)[N+](=O)[O-] (1-fluoro-4-methanesulfonyl-2-nitro-benzene), CN (methylamine). The solvent is CN(C)C=O (DMF). Product: CS(=O)(=O)C1=CC(=C(C=C1)CN)[N+](=O)[O-] ((4-Methanesulfonyl-2-nitro-phenyl)methyl-amine). As a reaction SMILES: F[C:2]1[CH:7]=[CH:6][C:5]([S:8]([CH3:11])(=[O:10])=[O:9])=[CH:4][C:3]=1[N+:12]([O-:14])=[O:13].[CH3:15][NH2:16]>CN(C=O)C>[CH3:11][S:8]([C:5]1[CH:6]=[CH:7][C:2]([CH2:15][NH2:16])=[C:3]([N+:12]([O-:14])=[O:13])[CH:4]=1)(=[O:10])=[O:9]. Procedure: (4-Methanesulfonyl-2-nitro-phenyl)methyl-amine (182 mg) was prepared by following General Procedure A starting from 1-fluoro-4-methanesulfonyl-2-nitro-benzene (219 mg) and methylamine (2 M in THF, 1.0 ml) in DMF (5 mL). The crude product was used in the next step without further purification. The reactants are C(C)(=O)OCC (ethyl acetate), OOS(=O)[O-].[K+] (OXONE), C(C)(=O)OCC (ethyl acetate), C(C)SCC(C)(O)C=1NC2=CC(=C(C=C2C1)C#N)C(F)(F)F (2-(2-ethylsulfanyl-1-hydroxy-1-methyl-ethyl)-6-trifluoromethyl-1H-indole-5-carbonitrile), C([O-])(O)=O.[Na+] (sodium bicarbonate), C(C)(=O)OCC (Ethyl acetate). Reagents/catalysts: [N+](CCCC)(CCCC)(CCCC)CCCC.[O-]S(=O)(=O)O (Bu4NHSO4). Run at time 8 hour. Product: OOS(=O)[O-].[K+] (OXONE), C(C)S(=O)(=O)CC(C)(O)C=1NC2=CC(=C(C=C2C1)C#N)C(F)(F)F (2-(2-Ethanesulfonyl-1-hydroxy-1-methyl-ethyl)-6-trifluoromethyl-1H-indole-5-carbonitrile). RXN SMILES: C(S[CH2:4][C:5]([C:8]1[NH:9][C:10]2[C:15]([CH:16]=1)=[CH:14][C:13]([C:17]#[N:18])=[C:12]([C:19]([F:22])([F:21])[F:20])[CH:11]=2)([OH:7])[CH3:6])C.C(=O)(O)[O-].[Na+].[OH:28][O:29][S:30]([O-:32])=[O:31].[K+:33].[C:34](OCC)(=O)[CH3:35]>[N+](CCCC)(CCCC)(CCCC)CCCC.[O-]S(O)(=O)=O>[OH:28][O:29][S:30]([O-:32])=[O:31].[K+:33].[CH2:34]([S:30]([CH2:6][C:5]([C:8]1[NH:9][C:10]2[C:15]([CH:16]=1)=[CH:14][C:13]([C:17]#[N:18])=[C:12]([C:19]([F:22])([F:20])[F:21])[CH:11]=2)([OH:7])[CH3:4])(=[O:32])=[O:29])[CH3:35] |f:1.2,3.4,6.7,8.9|. Procedure details: The (−) enantiomer of 2-(2-ethylsulfanyl-1-hydroxy-1-methyl-ethyl)-6-trifluoromethyl-1H-indole-5-carbonitrile, the compound prepared as in Example 86 above (1 equivalent) was dissolved in ethyl acetate (5 mL/mmol). A separate aqueous solution of OXONE® (3 equivalents) and Bu4NHSO4 (0.3 mol %) (10 mL water/g of OXONE®) was prepared and the pH of this solution adjusted to about 7 by the addition of saturated sodium bicarbonate solution. After the pH adjustment, this aqueous solution was added to t... The reagents and catalysts are [I-].[K+] (potassium iodide). Procedure details: Dissolve methyl 4-hydroxyphenylacetate (15 g, 90.3 mmol) in acetone (300 mL). Add potassium carbonate (13.7 g, 99.3 mmol), potassium iodide (1.47 g, 9.03 mmol) and t-butyl bromoacetate (16 mL, 99.3 mmol). Heat at reflux for 20 hours then remove 200 mL of acetone in vacuo. Dilute the residue with ethyl ether (500 mL), wash with water (2×300 mL) and brine (300 mL). Dry (MgSO4) and evaporate the solvent in vacuo. Purify by flash chromatography (30→50% ethyl acetate/hexane) to give the title compoun... Reaction SMILES: [OH:1][C:2]1[CH:7]=[CH:6][C:5]([CH2:8][C:9]([O:11][CH3:12])=[O:10])=[CH:4][CH:3]=1.[C:13](=[O:16])([O-])[O-].[K+].[K+].BrCC(O[C:24]([CH3:27])([CH3:26])[CH3:25])=O.[CH3:28]C(C)=O>[I-].[K+]>[C:24]([CH2:27][C:13]([O:1][C:2]1[CH:3]=[CH:4][C:5]([CH2:8][C:9]([O:11][CH3:12])=[O:10])=[CH:6][CH:7]=1)=[O:16])([CH3:28])([CH3:26])[CH3:25] |f:1.2.3,6.7|. Reactants: C([O-])([O-])=O.[K+].[K+] (potassium carbonate), OC1=CC=C(C=C1)CC(=O)OC (methyl 4-hydroxyphenylacetate), CC(=O)C (acetone), BrCC(=O)OC(C)(C)C (t-butyl bromoacetate). Yields the product C(C)(C)(C)CC(=O)OC1=CC=C(C=C1)CC(=O)OC (Methyl 4-(t-butylacetyloxy)phenylacetate). Isolated yield 81.1%. Run at time 30 minute. Solvent: C1CCOC1 (THF), C1CCOC1 (THF). Yields the product C(=O)CC[C@@H]1CC[C@H](CC1)COC1=C(C(=CC=C1)F)F (1-((trans-4-(2-formylethyl)cyclohexyl)methoxy)-2,3-difluorobenzene). Reported procedure: 8.2 g of 1-((trans-4-(formylmethyl)cyclohexyl)methoxy)-2,3-difluorobenzene was dissolved in 50 mL of THF, and 12.6 g of methoxymethyl triphenylphosphonium chloride was added thereto. To this solution, the THF (20 mL) solution containing 4.1 g of potassium-t-butoxide was added dropwise at an internal temperature of 5 to 20° C., and the solution was stirred for 30 min. 10 mL of water was added thereto, and the solvent was evaporated under reduced pressure. Hexane and 50% methanol aqueous solution ... The reactants are O (water), C(=O)C[C@@H]1CC[C@H](CC1)COC1=C(C(=CC=C1)F)F (1-((trans-4-(formylmethyl)cyclohexyl)methoxy)-2,3-difluorobenzene), [Cl-].COC[P+](C1=CC=CC=C1)(C1=CC=CC=C1)C1=CC=CC=C1 (methoxymethyl triphenylphosphonium chloride), CC(C)([O-])C.[K+] (potassium-t-butoxide). Reaction SMILES: [CH:1]([CH2:3][C@H:4]1[CH2:9][CH2:8][C@H:7]([CH2:10][O:11][C:12]2[CH:17]=[CH:16][CH:15]=[C:14]([F:18])[C:13]=2[F:19])[CH2:6][CH2:5]1)=O.[Cl-].[CH3:21][O:22]C[P+](C1C=CC=CC=1)(C1C=CC=CC=1)C1C=CC=CC=1.CC(C)([O-])C.[K+].O>C1COCC1>[CH:21]([CH2:1][CH2:3][C@H:4]1[CH2:9][CH2:8][C@H:7]([CH2:10][O:11][C:12]2[CH:17]=[CH:16][CH:15]=[C:14]([F:18])[C:13]=2[F:19])[CH2:6][CH2:5]1)=[O:22] |f:1.2,3.4|.